From a dataset of the Open Reaction Database (ORD), a public repository of structured organic reaction records. describe an organic reaction: reactants, conditions, products, and yield The reactants are C(CCC)OCCOC1=CC=C(C=C1)C=1C=CC2=C(C=C(CCN2)C(=O)OC)C1 (methyl 7-[4-(2-butoxyethoxy)phenyl]-2,3-dihydro-1-benzazepine-4-carboxylate), ClC(=O)OCC=C (allyl chloroformate), O (water). The reagents and catalysts are CN(C1=CC=NC=C1)C (4-dimethylaminopyridine). The solvent is N1=CC=CC=C1 (pyridine). Reaction conditions: time 14 hour. Yields the product C(C=C)OC(=O)N1CCC(=CC2=C1C=CC(=C2)C2=CC=C(C=C2)OCCOCCCC)C(=O)OC (methyl 1-(allyloxycarbonyl)-7-[4-(2-butoxyethoxy)phenyl]-2,3-dihydro-1-benzazepine-4-carboxylate). As a reaction SMILES: [CH2:1]([O:5][CH2:6][CH2:7][O:8][C:9]1[CH:14]=[CH:13][C:12]([C:15]2[CH:16]=[CH:17][C:18]3[NH:24][CH2:23][CH2:22][C:21]([C:25]([O:27][CH3:28])=[O:26])=[CH:20][C:19]=3[CH:29]=2)=[CH:11][CH:10]=1)[CH2:2][CH2:3][CH3:4].Cl[C:31]([O:33][CH2:34][CH:35]=[CH2:36])=[O:32].O>N1C=CC=CC=1.CN(C)C1C=CN=CC=1>[CH2:34]([O:33][C:31]([N:24]1[C:18]2[CH:17]=[CH:16][C:15]([C:12]3[CH:11]=[CH:10][C:9]([O:8][CH2:7][CH2:6][O:5][CH2:1][CH2:2][CH2:3][CH3:4])=[CH:14][CH:13]=3)=[CH:29][C:19]=2[CH:20]=[C:21]([C:25]([O:27][CH3:28])=[O:26])[CH2:22][CH2:23]1)=[O:32])[CH:35]=[CH2:36]. Reported procedure: In pyridine (4.3 ml) was dissolved methyl 7-[4-(2-butoxyethoxy)phenyl]-2,3-dihydro-1-benzazepine-4-carboxylate (0.43 g). To the solution was added allyl chloroformate (0.23 ml), and the mixture was stirred at room temperature for 14 hours. To the mixture was added 4-dimethylaminopyridine (40 mg), and the mixture was stirred at room temperature for 2 hours. The reaction solution was added to water, and the mixture was extracted with ethyl acetate. The extract was washed with saturated brine, and ... The reactants are C1CNCCN1, COc1ccc(S(=O)(=O)Cl)cc1, ClCCl, c1ccncc1. The product is COc1ccc(S(=O)(=O)N2CCNCC2)cc1. Reaction SMILES: [CH2:13]1[CH2:14][NH:15][CH2:16][CH2:17][NH:18]1.[CH3:1][O:2][c:3]1[cH:4][cH:5][c:6]([S:9](=[O:10])(=[O:11])[Cl:12])[cH:7][cH:8]1.[Cl:19][CH2:20][Cl:21].[cH:22]1[cH:23][cH:24][n:25][cH:26][cH:27]1>>[CH3:1][O:2][c:3]1[cH:4][cH:5][c:6]([S:9](=[O:10])(=[O:11])[N:15]2[CH2:14][CH2:13][NH:18][CH2:17][CH2:16]2)[cH:7][cH:8]1. Starting materials: C1(C=2C(C(N1)=O)=CC=CC2)=O (phthalimide), C1(C=CC(N1)=O)=O (maleimide), amine, C1(C=CC(N1)=O)=O (maleimide), C1(=O)OCC2=CC=CC=C12 (phthalide). Yields the product NC1CC=2C1=CC=CC2 (aminobenzocyclobutene). RXN SMILES: [C:1]1(=O)[NH:5][C:4](=O)[C:3]2=[CH:7][CH:8]=[CH:9][CH:10]=[C:2]12.C1(=O)NC(=O)C=C1.C1(C2C(=CC=CC=2)CO1)=O>>[NH2:5][CH:1]1[C:2]2=[CH:10][CH:9]=[CH:8][CH:7]=[C:3]2[CH2:4]1. Procedure: An alternative process is that wherein a 3- or 4-halobenzocyclobutene reactant is treated with a phthalimide or maleimide to produce a 3- or 4-phthalimido-or maleimidobenzocyclobutene. When phthalimide or maleimide is monomeric, for example, phthalide or maleimide themselves, the product can be cleaved by reaction with an amine to produce a corresponding aminobenzocyclobutene. A preferred amine for this purpose is hydrazine, preferably hydrazine hydrate. The reactants are CN1CCC(=CC1)C1=CNC2=CC=CC=C12 (3-(1-methyl-1,2,3,6-tetrahydro-4-pyridinyl)-1H-indole), FC1=CC=C(C(=O)Cl)C=C1 (4-fluorobenzoyl chloride). The product is FC1=CC=C(C(=O)N2C=C(C3=CC=CC=C23)C=2CCN(CC2)C)C=C1 (1-(4-Fluorobenzoyl)-3-(1-methyl-1,2,3,6-tetrahydro-4-pyridinyl)indole). As a reaction SMILES: [CH3:1][N:2]1[CH2:7][CH:6]=[C:5]([C:8]2[C:16]3[C:11](=[CH:12][CH:13]=[CH:14][CH:15]=3)[NH:10][CH:9]=2)[CH2:4][CH2:3]1.[F:17][C:18]1[CH:26]=[CH:25][C:21]([C:22](Cl)=[O:23])=[CH:20][CH:19]=1>>[F:17][C:18]1[CH:26]=[CH:25][C:21]([C:22]([N:10]2[C:11]3[C:16](=[CH:15][CH:14]=[CH:13][CH:12]=3)[C:8]([C:5]3[CH2:4][CH2:3][N:2]([CH3:1])[CH2:7][CH:6]=3)=[CH:9]2)=[O:23])=[CH:20][CH:19]=1. Procedure details: (8.7 mg, 22%); from 3-(1-methyl-1,2,3,6-tetrahydro-4-pyridinyl)-1H-indole (Example 4e, 24.8 mg, 0.12 mmol) and 4-fluorobenzoyl chloride (28 uL, 0.24 mmol); HRMS-FAB+ for C21H19N2O2F: calculated MH+ : 335.15598; found: 335.15560. Reactants: C1=CC=C(C=C1)[C@H]([C@H](C2=CC=CC=C2)O)O (meso-Hydrobenzoin), I(=O)(=O)C1=C(C(=O)O)C=CC=C1 (o-iodoxybenzoic acid). Solvent: CS(=O)C (DMSO), O (water). The product is C1(=CC=CC=C1)C(=O)C(=O)C1=CC=CC=C1 (benzil). The yield is 92.7%. Reaction SMILES: [CH:1]1[CH:6]=[CH:5][C:4]([C@@H:7]([OH:16])[C@@H:8]([OH:15])[C:9]2[CH:14]=[CH:13][CH:12]=[CH:11][CH:10]=2)=[CH:3][CH:2]=1.I(C1C=CC=CC=1C(O)=O)(=O)=O>CS(C)=O.O>[C:4]1([C:7]([C:8]([C:9]2[CH:14]=[CH:13][CH:12]=[CH:11][CH:10]=2)=[O:15])=[O:16])[CH:3]=[CH:2][CH:1]=[CH:6][CH:5]=1. Procedure: meso-Hydrobenzoin (mg 250, 1.17 mmol) was added to a solution of o-iodoxybenzoic acid I (820 mg, 2.93 mmol) in DMSO (15 ml). After 2 hours the solution was diluted with water, filtered and extracted with diethyl ether (3×15 ml). The combined organic layers were washed with water (2×5 ml), dried over sodium sulfate and evaporated to dryness under vacuum. The residue was triturated with n-hexane to give 228 mg (93%) of benzil, mp 91°-94° C. (lit. 94°-95° C.) Reactants: N=1C=CN2C1C=CC=C2CCCCCN2C(OCC2=O)=O (3-[5-(imidazo[1,2-a]pyridin-5-yl)pentyl]oxazolidine-2,4-dione), C(CCC)=O (n-butyraldehyde), N1CCCCC1 (piperidine). Solvent: C(C)O (ethanol). Yields the product C(CCC)=C1C(N(C(O1)=O)CCCCCC1=CC=CC=2N1C=CN2)=O (5-butylidene-3-[5-(imidazo[1,2-a]pyridin-5-yl)pentyl]oxazolidine-2,4-dione). Reaction SMILES: [N:1]1[CH:2]=[CH:3][N:4]2[C:9]([CH2:10][CH2:11][CH2:12][CH2:13][CH2:14][N:15]3[C:19](=[O:20])[CH2:18][O:17][C:16]3=[O:21])=[CH:8][CH:7]=[CH:6][C:5]=12.[CH:22](=O)[CH2:23][CH2:24][CH3:25].N1CCCCC1>C(O)C>[CH:22](=[C:18]1[O:17][C:16](=[O:21])[N:15]([CH2:14][CH2:13][CH2:12][CH2:11][CH2:10][C:9]2[N:4]3[CH:3]=[CH:2][N:1]=[C:5]3[CH:6]=[CH:7][CH:8]=2)[C:19]1=[O:20])[CH2:23][CH2:24][CH3:25]. Reported procedure: To a solution of 3.45 g (12 mmol) of 3-[5-(imidazo[1,2-a]pyridin-5-yl)pentyl]oxazolidine-2,4-dione and 1.08 ml (12 mmol) of n-butyraldehyde in 50 ml of ethanol, 0.12 ml (1.2 mmol) of piperidine was added, followed by refluxing for 16 hours. After the reaction mixture was cooled, the solvent was distilled off. The residue was dissolved in chloroform, washed with saturated aqueous sodium hydrogen carbonate and dried, after which the solvent was distilled off. The residue was purified by column chr...